From a dataset of the Open Reaction Database (ORD), a public repository of structured organic reaction records. describe an organic reaction: reactants, conditions, products, and yield Starting materials: CN(C1=CC=C(C=C1)N1C(=NC2=CC=CC=C2C1=O)C(C)NC)C (3-(4-dimethylamino-phenyl)-2-(1-methylaminoethyl)-3H-quinazolin-4-one), C(C)(C)(C)C1=CC=C(C=C1)S(=O)(=O)Cl (4-tert-butylbenzenesulfonyl chloride). The product is C(C)(C)(C)C1=CC=C(C=C1)S(=O)(=O)N(C)C(C)C1=NC2=CC=CC=C2C(N1C1=CC=C(C=C1)N(C)C)=O (4-tert-butyl-N-{1-[3-(4-dimethylamino-phenyl)-4-oxo-3,4-dihydroquinazolin-2-yl]ethyl}-N-methylbenzenesulfonamide). RXN SMILES: [CH3:1][N:2]([CH3:24])[C:3]1[CH:8]=[CH:7][C:6]([N:9]2[C:18](=[O:19])[C:17]3[C:12](=[CH:13][CH:14]=[CH:15][CH:16]=3)[N:11]=[C:10]2[CH:20]([NH:22][CH3:23])[CH3:21])=[CH:5][CH:4]=1.[C:25]([C:29]1[CH:34]=[CH:33][C:32]([S:35](Cl)(=[O:37])=[O:36])=[CH:31][CH:30]=1)([CH3:28])([CH3:27])[CH3:26]>>[C:25]([C:29]1[CH:34]=[CH:33][C:32]([S:35]([N:22]([CH:20]([C:10]2[N:9]([C:6]3[CH:7]=[CH:8][C:3]([N:2]([CH3:1])[CH3:24])=[CH:4][CH:5]=3)[C:18](=[O:19])[C:17]3[C:12](=[CH:13][CH:14]=[CH:15][CH:16]=3)[N:11]=2)[CH3:21])[CH3:23])(=[O:37])=[O:36])=[CH:31][CH:30]=1)([CH3:28])([CH3:26])[CH3:27]. Procedure details: In a similar manner as described above in Example 7, 3-(4-dimethylamino-phenyl)-2-(1-methylaminoethyl)-3H-quinazolin-4-one, as prepared above in Paragraph L, was condensed with 4-tert-butylbenzenesulfonyl chloride to yield 4-tert-butyl-N-{1-[3-(4-dimethylamino-phenyl)-4-oxo-3,4-dihydroquinazolin-2-yl]ethyl}-N-methylbenzenesulfonamide; MS (ESI) 519 (MH+). Starting materials: BrC1=C(N=CN1C)C1=NC=CC(=C1)C#N (2-(5-bromo-1-methyl-1H-imidazol-4-yl)pyridine-4-carbonitrile), ClC1=CC(=C(C=C1)B(O)O)C(F)(F)F (4-chloro-2-trifluoromethylphenylboronic acid). The product is ClC1=CC(=C(C=C1)C1=C(N=CN1C)C1=NC=CC(=C1)C#N)C(F)(F)F (2-{5-[4-chloro-2-(trifluoromethyl)phenyl]-1-methyl-1H-imidazol-4-yl}pyridine-4-carbonitrile). Reaction SMILES: Br[C:2]1[N:6]([CH3:7])[CH:5]=[N:4][C:3]=1[C:8]1[CH:13]=[C:12]([C:14]#[N:15])[CH:11]=[CH:10][N:9]=1.[Cl:16][C:17]1[CH:22]=[CH:21][C:20](B(O)O)=[C:19]([C:26]([F:29])([F:28])[F:27])[CH:18]=1>>[Cl:16][C:17]1[CH:22]=[CH:21][C:20]([C:2]2[N:6]([CH3:7])[CH:5]=[N:4][C:3]=2[C:8]2[CH:13]=[C:12]([C:14]#[N:15])[CH:11]=[CH:10][N:9]=2)=[C:19]([C:26]([F:27])([F:28])[F:29])[CH:18]=1. Reported procedure: The title compound was prepared from 2-(5-bromo-1-methyl-1H-imidazol-4-yl)pyridine-4-carbonitrile and 4-chloro-2-trifluoromethylphenylboronic acid according to the procedure for the preparation of Example 3, part A. [M+H] Calc'd for C17H10ClF3N4, 364. Found, 363, 365. The reactants are O=C([O-])[O-], CN1CCCC1=O, O=[N+]([O-])c1cccc(F)c1, [K+], [K+], O, COC(=O)c1c[nH]cn1. Yields the product COC(=O)c1cn(-c2cccc([N+](=O)[O-])c2)cn1. As a reaction SMILES: [C:20](=[O:21])([O-:22])[O-:23].[CH3:27][N:28]1[CH2:29][CH2:30][CH2:31][C:32]1=[O:33].[F:1][c:2]1[cH:3][c:4]([N+:8](=[O:9])[O-:10])[cH:5][cH:6][cH:7]1.[K+:24].[K+:25].[OH2:26].[nH:11]1[cH:12][n:13][c:14]([C:16](=[O:17])[O:18][CH3:19])[cH:15]1>>[c:2]1(-[n:11]2[cH:12][n:13][c:14]([C:16](=[O:17])[O:18][CH3:19])[cH:15]2)[cH:3][c:4]([N+:8](=[O:9])[O-:10])[cH:5][cH:6][cH:7]1. Procedure details: 20 ml (0.2 mole) of cyclohexene in 50 ml of acetonitrile are added dropwise over the course of 20 minutes to a suspension of 65 g (0.2 mole) of mercury(II) nitrate in 150 ml of acetonitrile at 0° C. After 1 hour at room temperature, the yellow solution is poured into a mixture of 100 ml of saturated sodium chloride solution and 500 ml of water; the precipitated product is filtered off with suction, washed with water and dried in vacuo. 75 g of colorless crystals of melting point 200°-201° C. are... Yields the product C(C)(=O)N[C@H]1[C@@H](CCCC1)[Hg]Cl (trans-1-Acetamido-2-chloromercuriocyclohexane). Starting materials: C1=CCCCC1 (cyclohexene), [N+](=O)([O-])[O-].[Hg+2].[N+](=O)([O-])[O-] (mercury(II) nitrate), C(C)#N (acetonitrile), C(C)#N (acetonitrile), [Cl-].[Na+] (sodium chloride), O (water). RXN SMILES: [CH:1]1[CH2:6][CH2:5][CH2:4][CH2:3][CH:2]=1.[N+]([O-])([O-])=O.[Hg+2:11].[N+]([O-])([O-])=O.[Cl-:16].[Na+].[OH2:18].[C:19](#[N:21])[CH3:20]>>[C:19]([NH:21][C@@H:1]1[CH2:6][CH2:5][CH2:4][CH2:3][C@H:2]1[Hg:11][Cl:16])(=[O:18])[CH3:20] |f:1.2.3,4.5|. Conditions: time 1 hour.